From a dataset of the Open Reaction Database (ORD), a public repository of structured organic reaction records. describe an organic reaction: reactants, conditions, products, and yield The reactants are O=C([O-])[O-], CO, CC#CNCCN1C(=O)C(C)(COC#CC)Oc2cc(C(F)(F)F)c(C(=O)N(C(C)C)C3CCCN(C(=O)OC(C)(C)C)C3)cc21, [Cl-], [K+], [K+], [NH4+]. Product: CC#CNCCN1C(=O)C(C)(CO)Oc2cc(C(F)(F)F)c(C(=O)N(C(C)C)C3CCCN(C(=O)OC(C)(C)C)C3)cc21. Reaction SMILES: [C:47](=[O:48])([O-:49])[O-:50].[CH3:55][OH:56].[CH:1]([CH3:2])([CH3:3])[N:4]([CH:5]1[CH2:6][N:7]([C:11](=[O:12])[O:13][C:14]([CH3:15])([CH3:16])[CH3:17])[CH2:8][CH2:9][CH2:10]1)[C:18](=[O:19])[c:20]1[c:21]([C:43]([F:44])([F:45])[F:46])[cH:22][c:23]2[c:24]([cH:42]1)[N:25]([CH2:36][CH2:37][NH:38][C:39]#[C:40][CH3:41])[C:26](=[O:35])[C:27]([CH2:29][O:30][C:31]#[C:32][CH3:33])([CH3:34])[O:28]2.[Cl-:53].[K+:51].[K+:52].[NH4+:54]>>[CH:1]([CH3:2])([CH3:3])[N:4]([CH:5]1[CH2:6][N:7]([C:11](=[O:12])[O:13][C:14]([CH3:15])([CH3:16])[CH3:17])[CH2:8][CH2:9][CH2:10]1)[C:18](=[O:19])[c:20]1[c:21]([C:43]([F:44])([F:45])[F:46])[cH:22][c:23]2[c:24]([cH:42]1)[N:25]([CH2:36][CH2:37][NH:38][C:39]#[C:40][CH3:41])[C:26](=[O:35])[C:27]([CH2:29][OH:30])([CH3:34])[O:28]2. The reactants are C(C)(C)(C)OC(NC(C(N(C)OC)=O)C1=C(C=C(C=C1)Cl)F)=O (rac-[(4-chloro-2-fluoro-phenyl)-(methoxy-methyl-carbamoyl)-methyl]-carbamic acid tert-butyl ester), C(C)(C)(C)OC(NC(C(N(C)OC)=O)C1=C(C=C(C=C1)Cl)F)=O (rac-[(4-chloro-2-fluoro-phenyl)-(methoxy-methyl-carbamoyl)-methyl]-carbamic acid tert-butyl ester), IC1=CC=C(C=C1)I (1,4-di-iodobenzene). The product is C(C)(C)(C)OC(NC(C(=O)C1=CC=C(C=C1)I)C1=C(C=C(C=C1)Cl)F)=O (rac-[1-(4-Chloro-2-fluoro-phenyl)-2-(4-iodo-phenyl)-2-oxo-ethyl]-carbamic acid tert-butyl ester). As a reaction SMILES: [C:1]([O:5][C:6](=[O:23])[NH:7][CH:8]([C:15]1[CH:20]=[CH:19][C:18]([Cl:21])=[CH:17][C:16]=1[F:22])[C:9](=[O:14])N(OC)C)([CH3:4])([CH3:3])[CH3:2].[I:24][C:25]1[CH:30]=[CH:29][C:28](I)=[CH:27][CH:26]=1>>[C:1]([O:5][C:6](=[O:23])[NH:7][CH:8]([C:15]1[CH:20]=[CH:19][C:18]([Cl:21])=[CH:17][C:16]=1[F:22])[C:9]([C:28]1[CH:29]=[CH:30][C:25]([I:24])=[CH:26][CH:27]=1)=[O:14])([CH3:2])([CH3:3])[CH3:4]. Procedure details: The title compound was prepared from rac-[(4-chloro-2-fluoro-phenyl)-(methoxy-methyl-carbamoyl)-methyl]-carbamic acid tert-butyl ester (Intermediate 3) and 1,4-di-iodobenzene in analogy to Example 1a): MS (ISP): 489.9 (M+H)+. The reactants are [CH2-]C(=O)C.N(=[N+]=[N-])C[C@H]1O[C@H]([C@H]([C@H]1O)O)N1C2=NC=NC(=C2N=C1)C1COCC1 ((4S,2R,3R,5R)-2-azidomethyl-5-[6-(tetrahydrofuran-3-yl)-purin-9-yl]-tetrahydrofuran-3,4-diol acetonide), ( 10 ). Reagents/catalysts: [Pd] (Pd/C). Solvent: C(C)O (ethanol). The product is [CH2-]C(=O)C.NC[C@H]1O[C@H]([C@H]([C@H]1O)O)N1C2=NC=NC(=C2N=C1)C1COCC1 ((4S,2R,3R,5R)-2-aminomethyl-5-[6-(tetrahydrofuran-3-yl)-purin-9-yl]-tetrahydrofuran-3,4-diol acetonide). Reaction SMILES: [CH2-:1][C:2]([CH3:4])=[O:3].[N:5]([CH2:8][C@@H:9]1[C@H:13]([OH:14])[C@H:12]([OH:15])[C@H:11]([N:16]2[CH:24]=[N:23][C:22]3[C:17]2=[N:18][CH:19]=[N:20][C:21]=3[CH:25]2[CH2:29][CH2:28][O:27][CH2:26]2)[O:10]1)=[N+]=[N-]>C(O)C.[Pd]>[CH2-:1][C:2]([CH3:4])=[O:3].[NH2:5][CH2:8][C@@H:9]1[C@H:13]([OH:14])[C@H:12]([OH:15])[C@H:11]([N:16]2[CH:24]=[N:23][C:22]3[C:17]2=[N:18][CH:19]=[N:20][C:21]=3[CH:25]2[CH2:29][CH2:28][O:27][CH2:26]2)[O:10]1 |f:0.1,4.5|. Reported procedure: 10% Pd/C (100 mg) was added to a solution of (4S,2R,3R,5R)-2-azidomethyl-5-[6-(tetrahydrofuran-3-yl)-purin-9-yl]-tetrahydrofuran-3,4-diol acetonide, a compound of formula (10) (314 mg), in ethanol (20 mL) and stirred under an atmosphere of hydrogen at room temperature for 16 hours. The catalyst was removed by filtration, and the solvent evaporated from the filtrate to give (4S,2R,3R,5R)-2-aminomethyl-5-[6-(tetrahydrofuran-3-yl)-purin-9-yl]-tetrahydrofuran-3,4-diol acetonide, a compound of formul... Reactants: C(=O)(OC)[C@H]1[C@@H](CC(C1)=C)C(=O)OC (trans-1,2-dicarbomethoxy-4-methylenecyclopentane), [OH-].[Na+] (sodium hydroxide). The product is C=C1C[C@H]([C@@H](C1)C(=O)O)C(=O)O (trans-4-methylene-1,2-cyclopentane-dicarboxylic acid). Reaction SMILES: [C:1]([C@@H:5]1[CH2:9][C:8](=[CH2:10])[CH2:7][C@H:6]1[C:11]([O:13]C)=[O:12])([O:3]C)=[O:2].[OH-].[Na+]>>[CH2:10]=[C:8]1[CH2:7][C@@H:6]([C:11]([OH:13])=[O:12])[C@H:5]([C:1]([OH:3])=[O:2])[CH2:9]1 |f:1.2|. Procedure: It is disclosed in U.S. Pat. No. 5,140,023 and U.S. Pat. No. 5,223,613 that such azanoradamantane compounds can be prepared by reacting a trans-1,2-dicarbomethoxy-4-methylenecyclopentane with sodium hydroxide, followed by reaction with an acid to produce trans-4-methylene-1,2-cyclopentane-dicarboxylic acid. The dicarboxylic acid is reacted with acetic anhydride to produce cis-tetrahydro-5-methylene-1H-cyclopenta[c]furan-1,3(3aH)-dione which is reacted with ammonia gas and methylene chloride to p... Conditions: temperature 90 celsius. The reactants are [N+](=O)([O-])C1=CC=C(CBr)C=C1 (4-nitrobenzyl bromide), S(=O)([O-])[O-].[Na+].[Na+] (sodium sulphite), P(Cl)(Cl)(Cl)(Cl)Cl (Phosphorus pentachloride), [N+](=O)([O-])C1=CC=C(CS(=O)(=O)[O-])C=C1.[Na+] (sodium 4-nitrobenzylsulphonate). Run in O (water). Yields the product [N+](=O)([O-])C1=CC=C(CS(=O)(=O)Cl)C=C1 (4-nitrobenzyl sulphonyl chloride). Reported procedure: A mixture of 4-nitrobenzyl bromide (100.0 g, 0.46 mol), sodium sulphite (84.8 g, 0.67 mol) and water (316 ml) was heated at 90° C. for 5 h. The solution was cooled and the resultant solid filtered and washed with diethyl ether. The product was dried under vacuum at 60° C. (95 g, 86%). Phosphorus pentachloride (78 g, 0.375 mol) was added to sodium 4-nitrobenzylsulphonate (60 g, 0.25 mol) and the mixture heated at 90° C. for 2 h. The mixture was cooled and volatile material removed under vacuum. T... Yield: 83.0%. As a reaction SMILES: [N+](C1C=CC(CBr)=CC=1)([O-])=O.S([O-])([O-])=O.[Na+].[Na+].P(Cl)(Cl)(Cl)(Cl)[Cl:19].[N+:24]([C:27]1[CH:37]=[CH:36][C:30]([CH2:31][S:32]([O-])(=[O:34])=[O:33])=[CH:29][CH:28]=1)([O-:26])=[O:25].[Na+]>O>[N+:24]([C:27]1[CH:37]=[CH:36][C:30]([CH2:31][S:32]([Cl:19])(=[O:34])=[O:33])=[CH:29][CH:28]=1)([O-:26])=[O:25] |f:1.2.3,5.6|. Starting materials: NC1=NC2=C(C=C(C=C2C=C1)Cl)S(=O)(=O)NC1=CC=C(C(=O)O)C=C1 (4-(2-amino-6-chloroquinoline-8-sulfonamido)benzoic acid). Reagents/catalysts: [Pd] (Pd/C). The solvent is CO (methanol). Reaction conditions: time 8 hour. Product: NC1=NC2=C(C=CC=C2C=C1)S(=O)(=O)NC1=CC=C(C(=O)O)C=C1 (4-(2-aminoquinoline-8-sulfonamido)benzoic acid). Isolated yield 66.2%. Reaction SMILES: [NH2:1][C:2]1[CH:11]=[CH:10][C:9]2[C:4](=[C:5]([S:13]([NH:16][C:17]3[CH:25]=[CH:24][C:20]([C:21]([OH:23])=[O:22])=[CH:19][CH:18]=3)(=[O:15])=[O:14])[CH:6]=[C:7](Cl)[CH:8]=2)[N:3]=1>CO.[Pd]>[NH2:1][C:2]1[CH:11]=[CH:10][C:9]2[C:4](=[C:5]([S:13]([NH:16][C:17]3[CH:25]=[CH:24][C:20]([C:21]([OH:23])=[O:22])=[CH:19][CH:18]=3)(=[O:15])=[O:14])[CH:6]=[CH:7][CH:8]=2)[N:3]=1. Procedure details: A mixture of 4-(2-amino-6-chloroquinoline-8-sulfonamido)benzoic acid (150 mg, 0.44 mmol), 10% Pd/C (20 mg) in methanol (5 mL) was stirred under H2 atmosphere overnight when LCMS indicated that the reaction was complete. The resulting mixture was filtered, and the filtrate was concentrated to yield 100 mg of title compound, which was used in the next step without further purification. LCMS (m/z): 344.6 (M+1)+ Starting materials: COCCOCc1ccc(Br)cc1, COB(OC)OC, CC(=O)O, I, [Mg], C1CCOC1, O, OO. Product: COCCOCc1ccc(O)cc1. As a reaction SMILES: [Br:1][c:2]1[cH:3][cH:4][c:5]([CH2:6][O:7][CH2:8][CH2:9][O:10][CH3:11])[cH:12][cH:13]1.[CH3:16][O:17][B:18]([O:19][CH3:20])[O:21][CH3:22].[CH3:31][C:32](=[O:33])[OH:34].[I:15].[Mg:14].[O:25]1[CH2:26][CH2:27][CH2:28][CH2:29]1.[OH2:30].[OH:23][OH:24]>>[c:2]1([OH:17])[cH:3][cH:4][c:5]([CH2:6][O:7][CH2:8][CH2:9][O:10][CH3:11])[cH:12][cH:13]1. Starting materials: ClC=1C(=C(NC1C(=O)OC)C(=O)OC)C1=C(C(=CC=C1)Cl)Cl (dimethyl 4-chloro-3-(2,3-dichlorophenyl)pyrol-2,5-dicarboxylate), [OH-].[Na+] (sodium hydroxide), O (water). Run in C(C)O (ethanol), C(C)O (ethanol). Product: ClC=1C(=C(NC1C(=O)O)C(=O)O)C1=C(C(=CC=C1)Cl)Cl (4-chloro-3-(2,3-dichlorophenyl)pyrol-2,5-dicarboxylic acid). The yield is 100.8%. RXN SMILES: [Cl:1][C:2]1[C:3]([C:15]2[CH:20]=[CH:19][CH:18]=[C:17]([Cl:21])[C:16]=2[Cl:22])=[C:4]([C:11]([O:13]C)=[O:12])[NH:5][C:6]=1[C:7]([O:9]C)=[O:8].[OH-].[Na+].O>C(O)C>[Cl:1][C:2]1[C:3]([C:15]2[CH:20]=[CH:19][CH:18]=[C:17]([Cl:21])[C:16]=2[Cl:22])=[C:4]([C:11]([OH:13])=[O:12])[NH:5][C:6]=1[C:7]([OH:9])=[O:8] |f:1.2|. Procedure details: The mixture of 1 g of dimethyl 4-chloro-3-(2,3-dichlorophenyl)pyrol-2,5-dicarboxylate, 1 g of sodium hydroxide, 30 ml of ethanol and 18 ml of water was heated for 90 minutes under reflux. After the reaction, ethanol was removed by distillation under reduced pressure and the residue was washed with ether. The aqueous layer was acidified with hydrochloric acid, and then extracted with ethyl acetate. The ethyl acetate layer was washed with water, dehydrated and evaporated to dryness under reduced p... Starting materials: C(C)(=O)C1=CC=C(C(=N1)C(=O)OCC)OC(C)=O (6-acetyl-3-acetyloxy-2-ethoxycarbonylpyridine), BrBr (bromine). The solvent is C(C)(=O)O (acetic acid). Conditions: temperature 75 celsius, time 5 minute. The product is Br.BrCC(=O)C1=CC=C(C(=N1)C(=O)OCC)O (6-(2-bromoacetyl)-2-ethoxycarbonyl-3-hydroxypyridine hydrobromide). As a reaction SMILES: [C:1]([C:4]1[N:9]=[C:8]([C:10]([O:12][CH2:13][CH3:14])=[O:11])[C:7]([O:15]C(=O)C)=[CH:6][CH:5]=1)(=[O:3])[CH3:2].[Br:19]Br>C(O)(=O)C>[BrH:19].[Br:19][CH2:2][C:1]([C:4]1[N:9]=[C:8]([C:10]([O:12][CH2:13][CH3:14])=[O:11])[C:7]([OH:15])=[CH:6][CH:5]=1)=[O:3] |f:3.4|. Procedure details: To a solution of 0.88 g of 6-acetyl-3-acetyloxy-2-ethoxycarbonylpyridine in 8.8-ml of acetic acid was added 0.19 ml of bromine dropwise, and the mixture was stirred at 75° C. for 5 minutes. Evaporation of the solvent gave 0.77 g of 6-(2-bromoacetyl)-2-ethoxycarbonyl-3-hydroxypyridine hydrobromide. Starting materials: [OH-].[Na+] (NaOH), CC(C)(C)[Si](OC[C@H]1[C@H]2N(CCN1)CCC2)(C)C (cis-1-({[(1,1-dimethylethyl)(dimethyl)silyl]oxy}methyl)octahydropyrrolo[1,2-a]pyrazine), FC(C=1C=C(C=C(C1)C(F)(F)F)C(C(=O)N(C)C=1C=NC(=CC1C1=C(C=C(C=C1)F)C)Cl)(C)C)(F)F (2-[3,5-bis(trifluoromethyl)phenyl]-N-[6-chloro-4-(4-fluoro-2-methylphenyl)-3-pyridinyl]-N,2-dimethylpropanamide). The reagents and catalysts are [Cl-].C(CCCCCCCCCCCCCCC)[N+](C)(C)C (Hexadecyltrimethylammonium chloride), [Pd].C(C)(C)(C)P(C(C)(C)C)C(C)(C)C.C(C)(C)(C)P(C(C)(C)C)C(C)(C)C (bis(tri-tert-butyl phosphine) palladium). Solvent: C1(=CC=CC=C1)C (toluene), C1(=CC=CC=C1)C (toluene). Conditions: temperature 90 celsius. Yields the product FC(C=1C=C(C=C(C1)C(F)(F)F)C(C(=O)N(C)C=1C=NC(=CC1C1=C(C=C(C=C1)F)C)N1[C@H]([C@H]2N(CC1)CCC2)CO[Si](C)(C)C(C)(C)C)(C)C)(F)F (cis-2-[3,5-bis(trifluoromethyl)phenyl]-N-[6-[1-({[(1,1-dimethylethyl)(dimethyl)silyl]oxy}methyl)hexahydropyrrolo[1,2-a]pyrazin-2(1H)-yl]-4-(4-fluoro-2-methylphenyl)-3-pyridinyl]-N,2-dimethylpropanamide). Isolated yield 9.7%. As a reaction SMILES: [CH3:1][C:2]([Si:5]([CH3:18])([CH3:17])[O:6][CH2:7][C@@H:8]1[NH:13][CH2:12][CH2:11][N:10]2[CH2:14][CH2:15][CH2:16][C@@H:9]12)([CH3:4])[CH3:3].[F:19][C:20]([F:54])([F:53])[C:21]1[CH:22]=[C:23]([C:31]([CH3:52])([CH3:51])[C:32]([N:34]([C:36]2[CH:37]=[N:38][C:39](Cl)=[CH:40][C:41]=2[C:42]2[CH:47]=[CH:46][C:45]([F:48])=[CH:44][C:43]=2[CH3:49])[CH3:35])=[O:33])[CH:24]=[C:25]([C:27]([F:30])([F:29])[F:28])[CH:26]=1.[OH-].[Na+]>C1(C)C=CC=CC=1.[Cl-].C([N+](C)(C)C)CCCCCCCCCCCCCCC.[Pd].C(P(C(C)(C)C)C(C)(C)C)(C)(C)C.C(P(C(C)(C)C)C(C)(C)C)(C)(C)C>[F:30][C:27]([F:28])([F:29])[C:25]1[CH:24]=[C:23]([C:31]([CH3:52])([CH3:51])[C:32]([N:34]([C:36]2[CH:37]=[N:38][C:39]([N:13]3[CH2:12][CH2:11][N:10]4[CH2:14][CH2:15][CH2:16][C@H:9]4[C@@H:8]3[CH2:7][O:6][Si:5]([C:2]([CH3:1])([CH3:3])[CH3:4])([CH3:18])[CH3:17])=[CH:40][C:41]=2[C:42]2[CH:47]=[CH:46][C:45]([F:48])=[CH:44][C:43]=2[CH3:49])[CH3:35])=[O:33])[CH:22]=[C:21]([C:20]([F:54])([F:19])[F:53])[CH:26]=1 |f:2.3,5.6,7.8.9|. Reported procedure: To a solution of cis-1-({[(1,1-dimethylethyl)(dimethyl)silyl]oxy}methyl)octahydropyrrolo[1,2-a]pyrazine (D73, 50 mg) in dry toluene (0.5 mL), a solution of 2-[3,5-bis(trifluoromethyl)phenyl]-N-[6-chloro-4-(4-fluoro-2-methylphenyl)-3-pyridinyl]-N,2-dimethylpropanamide [WO 2005/002577] (75 mg) in dry toluene (0.5 mL) was added at rt. Hexadecyltrimethylammonium chloride (25% aqueous solution, 132 microL), bis(tri-tert-butyl phosphine) palladium (19 mg) and NaOH (50% aqueous solution, 245 microL) we...